From a dataset of the Open Reaction Database (ORD), a public repository of structured organic reaction records. describe an organic reaction: reactants, conditions, products, and yield Starting materials: C(C)(C)(C)OC(=O)N1CC(NCC1)C(=O)N (4-(t-butoxycarbonyl)piperazine-2-carboxamide), C=O (formaldehyde), C(C)(=O)O[BH-](OC(C)=O)OC(C)=O.[Na+] (sodium triacetoxyborohydride). Solvent: CO (methanol). Reaction conditions: time 24 hour. Yields the product C(C)(C)(C)OC(=O)N1CC(N(CC1)C)C(=O)N (4-(t-butoxycarbonyl)-1-methylpiperazine-2-carboxamide). Yield: 85.1%. As a reaction SMILES: [C:1]([O:5][C:6]([N:8]1[CH2:13][CH2:12][NH:11][CH:10]([C:14]([NH2:16])=[O:15])[CH2:9]1)=[O:7])([CH3:4])([CH3:3])[CH3:2].C=O.[C:19](O[BH-](OC(=O)C)OC(=O)C)(=O)C.[Na+]>CO>[C:1]([O:5][C:6]([N:8]1[CH2:13][CH2:12][N:11]([CH3:19])[CH:10]([C:14]([NH2:16])=[O:15])[CH2:9]1)=[O:7])([CH3:4])([CH3:2])[CH3:3] |f:2.3|. Procedure details: A solution of 6.00 g of 4-(t-butoxycarbonyl)piperazine-2-carboxamide and 3.28 g of a 37% aqueous formaldehyde solution in 60 ml of methanol was ice-cooled, and 16.66 g of sodium triacetoxyborohydride was added, followed by stirring at room temperature for 24 hours after removing an ice bath. The reaction solution was again ice-cooled, 3.28 g of a 37% aqueous formaldehyde solution and 16.66 g of sodium triacetoxyborohydride were added thereto. After stirring at room temperature for 16 hours, the ...